This data is from the Open Reaction Database (ORD), a public repository of structured organic reaction records. The task is: describe an organic reaction: reactants, conditions, products, and yield Starting materials: C1(CC1)C=1C(=NOC1C1=CC=CC=C1)C(=O)OC (methyl 4-cyclopropyl-5-phenylisoxazole-3-carboxylate), [OH-].[Na+] (sodium hydroxide), C(C)(=O)O (acetic acid). The solvent is CO (methanol). Yields the product C1(CC1)C=1C(=NOC1C1=CC=CC=C1)C(=O)O (4-cyclopropyl-5-phenylisoxazole-3-carboxylic acid). The yield is 77.4%. Reaction SMILES: [CH:1]1([C:4]2[C:5]([C:15]([O:17]C)=[O:16])=[N:6][O:7][C:8]=2[C:9]2[CH:14]=[CH:13][CH:12]=[CH:11][CH:10]=2)[CH2:3][CH2:2]1.[OH-].[Na+].C(O)(=O)C>CO>[CH:1]1([C:4]2[C:5]([C:15]([OH:17])=[O:16])=[N:6][O:7][C:8]=2[C:9]2[CH:10]=[CH:11][CH:12]=[CH:13][CH:14]=2)[CH2:2][CH2:3]1 |f:1.2|. Reported procedure: A solution of methyl 4-cyclopropyl-5-phenylisoxazole-3-carboxylate (170 mg, 0.699 mmol) and 1N aqueous sodium hydroxide (1 mL, 1.05 mmol) in methanol (6 mL) was heated to 80° C. in a sealed tube for 1 hr. The reaction mixture was acidified with acetic acid until the pH was ˜4. The mixture was concentrated, and the residue was purified by preparative HPLC to give 4-cyclopropyl-5-phenylisoxazole-3-carboxylic acid (124 mg). The compound had an HPLC ret. time=2.81 min.−Column. YMC S5 COMBISCREEN® 4.... Reactants: CN1C(=O)N(C=2N=CNC2C1=O)C (1,3-dimethylxanthine), C([O-])([O-])=O.[K+].[K+] (potassium carbonate), BrCC1=CC=C(C(=O)C2=CC=C(CBr)C=C2)C=C1 (4-(4-bromomethylbenzoyl)benzyl bromide). The solvent is CN(C)C=O (DMF), O (water). Product: BrCC1=CC=C(C(=O)C2=CC=C(CN3C=NC=4N(C(N(C(C34)=O)C)=O)C)C=C2)C=C1 (7-[4-(4-Bromomethylbenzoyl)benzyl]-1,3-dimethylxanthine). Yield: 40.1%. As a reaction SMILES: [CH3:1][N:2]1[C:11](=[O:12])[C:10]2[NH:9][CH:8]=[N:7][C:6]=2[N:5]([CH3:13])[C:3]1=[O:4].C(=O)([O-])[O-].[K+].[K+].[Br:20][CH2:21][C:22]1[CH:37]=[CH:36][C:25]([C:26]([C:28]2[CH:35]=[CH:34][C:31]([CH2:32]Br)=[CH:30][CH:29]=2)=[O:27])=[CH:24][CH:23]=1>CN(C=O)C.O>[Br:20][CH2:21][C:22]1[CH:37]=[CH:36][C:25]([C:26]([C:28]2[CH:29]=[CH:30][C:31]([CH2:32][N:9]3[C:10]4[C:11](=[O:12])[N:2]([CH3:1])[C:3](=[O:4])[N:5]([CH3:13])[C:6]=4[N:7]=[CH:8]3)=[CH:34][CH:35]=2)=[O:27])=[CH:24][CH:23]=1 |f:1.2.3|. Procedure details: A solution of 1,3-dimethylxanthine (990 mg), potassium carbonate (1348 mg) and 4-(4-bromomethylbenzoyl)benzyl bromide (2007 mg) in DMF (10 ml) was stirred at 60° C. for 5 hours. This reaction mixture was poured in water and extracted with ethyl acetate. The extract was washed with water, dried, and concentrated. The residue was purified by silica gel column chromatography (hexane: ethyl acetate =1:5) and recrystallized from ethyl acetate-isopropyl ether to provide the title compound as colorless...